This data is from the Open Reaction Database (ORD), a public repository of structured organic reaction records. The task is: describe an organic reaction: reactants, conditions, products, and yield Starting materials: CCC(C)C(CN(C(=O)C1CC1c1ccc(F)cn1)c1ccc(OCC2CCC2)cc1)NC(=O)OC(C)(C)C, ClCCl, ClCCl, O=C(O)C(F)(F)F. Product: CCC(C)C(N)CN(C(=O)C1CC1c1ccc(F)cn1)c1ccc(OCC2CCC2)cc1. Reaction SMILES: [C:1]([O:2][C:3](=[O:4])[NH:7][CH:8]([CH:9]([CH2:10][CH3:11])[CH3:12])[CH2:13][N:14]([C:15](=[O:16])[CH:17]1[CH:18]([c:20]2[n:21][cH:22][c:23]([F:26])[cH:24][cH:25]2)[CH2:19]1)[c:27]1[cH:28][cH:29][c:30]([O:33][CH2:34][CH:35]2[CH2:36][CH2:37][CH2:38]2)[cH:31][cH:32]1)([CH3:5])([CH3:6])[CH3:39].[Cl:47][CH2:48][Cl:49].[Cl:50][CH2:51][Cl:52].[F:40][C:41]([F:42])([F:43])[C:44]([OH:45])=[O:46]>>[NH2:7][CH:8]([CH:9]([CH2:10][CH3:11])[CH3:12])[CH2:13][N:14]([C:15](=[O:16])[CH:17]1[CH:18]([c:20]2[n:21][cH:22][c:23]([F:26])[cH:24][cH:25]2)[CH2:19]1)[c:27]1[cH:28][cH:29][c:30]([O:33][CH2:34][CH:35]2[CH2:36][CH2:37][CH2:38]2)[cH:31][cH:32]1. Starting materials: TEA, NC1=C(C(=O)O)C=CC=C1Br (2-amino-3-bromo-benzoic acid), C1(=CC=CC=C1)N=C=S (phenyl isothiocyanate). The solvent is CC(C)(C)O (t-BuOH). Run at temperature 100 celsius. Product: BrC=1C=CC=C2C(N(C(NC12)=S)C1=CC=CC=C1)=O (8-bromo-3-phenyl-2-thioxo-2,3-dihydroquinazolin-4(1H)-one). Yield: 97.2%. As a reaction SMILES: [NH2:1][C:2]1[C:10]([Br:11])=[CH:9][CH:8]=[CH:7][C:3]=1[C:4]([OH:6])=O.[C:12]1([N:18]=[C:19]=[S:20])[CH:17]=[CH:16][CH:15]=[CH:14][CH:13]=1>CC(O)(C)C>[Br:11][C:10]1[CH:9]=[CH:8][CH:7]=[C:3]2[C:2]=1[NH:1][C:19](=[S:20])[N:18]([C:12]1[CH:17]=[CH:16][CH:15]=[CH:14][CH:13]=1)[C:4]2=[O:6]. Procedure: TEA (1.93 mL, 13.89 mmol), 2-amino-3-bromo-benzoic acid (Aldrich, 2.00 g, 9.26 mmol), phenyl isothiocyanate (Aldrich; 1.66 mL, 13.89 mmol) were combined in 30 mL t-BuOH, flask sealed, and heated to 100° C. overnight. The heterogeneous reaction was cooled to 40° C. and filtered, rinsing 3× Et2O, and the solid was collected and dried in vacuo to give 8-bromo-3-phenyl-2-thioxo-2,3-dihydroquinazolin-4(1H)-one (3.0 g, 9.00 mmol, 97% yield) as an off-white solid. 1H NMR (400 MHz, DMSO-d6) δ ppm 10.76 ... Starting materials: O=C([O-])[O-], CCCCN(C)C(=O)C1C=C(C(=O)N2Cc3ccc(O)cc3C2)C(O)(OCc2ccccc2)CC1(O)OCc1ccccc1, CC#N, ClCCBr, [K+], [K+]. Product: CCCCN(C)C(=O)C1C=C(C(=O)N2Cc3ccc(OCCCl)cc3C2)C(O)(OCc2ccccc2)CC1(O)OCc1ccccc1. RXN SMILES: [C:1](=[O:2])([O-:3])[O-:4].[CH2:11]([c:12]1[cH:13][cH:14][cH:15][cH:16][cH:17]1)[O:18][C:19]1([OH:54])[CH:20]([C:21](=[O:22])[N:23]([CH3:24])[CH2:25][CH2:26][CH2:27][CH3:28])[CH:29]=[C:30]([C:42](=[O:43])[N:44]2[CH2:45][c:46]3[cH:47][cH:48][c:49]([OH:53])[cH:50][c:51]3[CH2:52]2)[C:31]([OH:33])([O:34][CH2:35][c:36]2[cH:37][cH:38][cH:39][cH:40][cH:41]2)[CH2:32]1.[CH3:55][C:56]#[N:57].[Cl:7][CH2:8][CH2:9][Br:10].[K+:5].[K+:6]>>[Cl:7][CH2:8][CH2:9][O:53][c:49]1[cH:48][cH:47][c:46]2[c:51]([cH:50]1)[CH2:52][N:44]([C:42]([C:30]1=[CH:29][CH:20]([C:21](=[O:22])[N:23]([CH3:24])[CH2:25][CH2:26][CH2:27][CH3:28])[C:19]([O:18][CH2:11][c:12]3[cH:13][cH:14][cH:15][cH:16][cH:17]3)([OH:54])[CH2:32][C:31]1([OH:33])[O:34][CH2:35][c:36]1[cH:37][cH:38][cH:39][cH:40][cH:41]1)=[O:43])[CH2:45]2. The reactants are NC1=NC=C(C(=N1)N)CO (2,4-Diamino-5-hydroxymethylpyrimidine), C(C)C1=C(C(=CC=C1)CC)O (2,6-diethylphenol), Cl (hydrochloric acid). Run in CCOCC (ether), C1(=CC=C(C=C1)S(=O)(=O)O)C (toluene-4-sulphonic acid). Yields the product NC1=NC=C(C(=N1)N)CC1=CC(=C(C(=C1)CC)O)CC (2,4-diamino-5-(3,5-diethyl-4-hydroxybenzyl)pyrimidine). Reaction SMILES: [NH2:1][C:2]1[N:7]=[C:6]([NH2:8])[C:5]([CH2:9]O)=[CH:4][N:3]=1.[CH2:11]([C:13]1[CH:18]=[CH:17][CH:16]=[C:15]([CH2:19][CH3:20])[C:14]=1[OH:21])[CH3:12].Cl>C1(C)C=CC(S(O)(=O)=O)=CC=1.CCOCC>[NH2:1][C:2]1[N:7]=[C:6]([NH2:8])[C:5]([CH2:9][C:17]2[CH:16]=[C:15]([CH2:19][CH3:20])[C:14]([OH:21])=[C:13]([CH2:11][CH3:12])[CH:18]=2)=[CH:4][N:3]=1. Reported procedure: 2,4-Diamino-5-hydroxymethylpyrimidine (1.4 g.), prepared as in Example 1, and 2,6-diethylphenol (1.6 g.) in toluene-4-sulphonic acid (10 g.) containing conc. hydrochloric acid (3 ml.) were heated on the steam-bath for 6 hours. The solution was cooled, diluted with ether and the ether decanted. The residue was treated with a soln. of sodium hydrogen carbonate and the solid filtered off. Recrystallisation from aqueous ethanol gave colourless needles of 2,4-diamino-5-(3,5-diethyl-4-hydroxybenzyl)py...